Dataset: the Open Reaction Database (ORD), a public repository of structured organic reaction records. Task: describe an organic reaction: reactants, conditions, products, and yield Reactants: C=CCOC(=O)OCC=C, CC1(C)CC(O)CC(C)(C)N1, Cl[Pd]Cl. Yields the product C=CCN1C(C)(C)CC(O)CC1(C)C. RXN SMILES: [C:12](=[O:13])([O:17][CH2:18][CH:19]=[CH2:20])[O:21][CH2:14][CH:15]=[CH2:16].[CH3:1][C:2]1([CH3:11])[NH:3][C:4]([CH3:9])([CH3:10])[CH2:5][CH:6]([OH:8])[CH2:7]1.[Pd:22]([Cl:23])[Cl:24]>>[CH3:1][C:2]1([CH3:11])[N:3]([CH2:16][CH:15]=[CH2:14])[C:4]([CH3:9])([CH3:10])[CH2:5][CH:6]([OH:8])[CH2:7]1. The reactants are CC(OCc1ccccc1)C(CCO)n1cnc(C(N)=O)c1, Oc1ccc(Cl)c(Cl)c1, CCOC(=O)N=NC(=O)OCC, C1CCOC1, c1ccc(P(c2ccccc2)c2ccccc2)cc1. Yields the product CC(OCc1ccccc1)C(CCOc1ccc(Cl)c(Cl)c1)n1cnc(C(N)=O)c1. RXN SMILES: [CH2:10]([c:11]1[cH:12][cH:13][cH:14][cH:15][cH:16]1)[O:17][CH:18]([CH3:19])[CH:20]([CH2:21][CH2:22][OH:23])[n:24]1[cH:25][n:26][c:27]([C:29](=[O:30])[NH2:31])[cH:28]1.[Cl:1][c:2]1[cH:3][c:4]([OH:9])[cH:5][cH:6][c:7]1[Cl:8].[O:51]=[C:52]([O:53][CH2:54][CH3:55])[N:56]=[N:57][C:58]([O:59][CH2:60][CH3:61])=[O:62].[O:63]1[CH2:64][CH2:65][CH2:66][CH2:67]1.[c:32]1([P:33]([c:34]2[cH:35][cH:36][cH:37][cH:38][cH:39]2)[c:40]2[cH:41][cH:42][cH:43][cH:44][cH:45]2)[cH:46][cH:47][cH:48][cH:49][cH:50]1>>[Cl:1][c:2]1[cH:3][c:4]([O:9][CH2:22][CH2:21][CH:20]([CH:18]([O:17][CH2:10][c:11]2[cH:12][cH:13][cH:14][cH:15][cH:16]2)[CH3:19])[n:24]2[cH:25][n:26][c:27]([C:29](=[O:30])[NH2:31])[cH:28]2)[cH:5][cH:6][c:7]1[Cl:8]. Isolated yield 46.2%. Reaction SMILES: [N:1]1[C:10]2[C:5](=[CH:6][CH:7]=[CH:8][C:9]=2[S:11]([NH:14][C:15]2[CH:21]=[CH:20][CH:19]=[CH:18][C:16]=2[NH2:17])(=[O:13])=[O:12])[CH:4]=[CH:3][CH:2]=1.[Br:22][C:23]1[CH:28]=[CH:27][CH:26]=[CH:25][C:24]=1[N:29]=[C:30]=[O:31]>>[N:1]1[C:10]2[C:5](=[CH:6][CH:7]=[CH:8][C:9]=2[S:11]([NH:14][C:15]2[CH:21]=[CH:20][CH:19]=[CH:18][C:16]=2[NH:17][C:30]([NH:29][C:24]2[CH:25]=[CH:26][CH:27]=[CH:28][C:23]=2[Br:22])=[O:31])(=[O:12])=[O:13])[CH:4]=[CH:3][CH:2]=1. Reported procedure: The urea was synthesized from 2-((8-quinolinyl) sulfonyl amino) aniline(1 mmol) and 2-bromo phenyl isocyanate(1 mmol) by general Method B. It was purified by dilution with methylene chloride and precipitation with hexane. Filtering afforded the desired compound(0.23 g, 46%).EI-MS m/z 495(M−H)−. The reactants are N1=CC=CC2=CC=CC(=C12)S(=O)(=O)NC1=C(N)C=CC=C1 (2-((8-quinolinyl) sulfonyl amino) aniline), BrC1=C(C=CC=C1)N=C=O (2-bromo phenyl isocyanate). Product: N1=CC=CC2=CC=CC(=C12)S(=O)(=O)NC1=C(C=CC=C1)NC(=O)NC1=C(C=CC=C1)Br (N-(2-((8-quinolinyl) sulfonyl amino) phenyl) N′-(2-bromo phenyl) urea). Starting materials: solution, CC(C)C[AlH]CC(C)C (DIBAL-H), C1CCOC1 (THF), C1(CCCC1)OC1=NC(=CC(=N1)CC1=CC=C(C=C1)CC(=O)OC)C(F)(F)F (methyl 2-(4-((2-(cyclopentyloxy)-6-(trifluoromethyl)pyrimidin-4-yl)methyl)phenyl)acetate). Solvent: ClCCl (dichloromethane). Conditions: temperature 0 celsius, time 1 hour. Yields the product C1(CCCC1)OC1=NC(=CC(=N1)CC1=CC=C(C=C1)CCO)C(F)(F)F (2-(4-((2-(Cyclopentyloxy)-6-(trifluoromethyl)pyrimidin-4-yl)methyl)phenyl)ethanol). The yield is 88.3%. As a reaction SMILES: [CH:1]1([O:6][C:7]2[N:12]=[C:11]([CH2:13][C:14]3[CH:19]=[CH:18][C:17]([CH2:20][C:21](OC)=[O:22])=[CH:16][CH:15]=3)[CH:10]=[C:9]([C:25]([F:28])([F:27])[F:26])[N:8]=2)[CH2:5][CH2:4][CH2:3][CH2:2]1.CC(C[AlH]CC(C)C)C.C1COCC1>ClCCl>[CH:1]1([O:6][C:7]2[N:12]=[C:11]([CH2:13][C:14]3[CH:19]=[CH:18][C:17]([CH2:20][CH2:21][OH:22])=[CH:16][CH:15]=3)[CH:10]=[C:9]([C:25]([F:27])([F:28])[F:26])[N:8]=2)[CH2:2][CH2:3][CH2:4][CH2:5]1. Procedure details: A 25-mL round bottom flask was charged with methyl 2-(4-((2-(cyclopentyloxy)-6-(trifluoromethyl)pyrimidin-4-yl)methyl)phenyl)acetate (0.069 g, 0.17 mmol) and dichloromethane (6 mL) at 0° C. A 1M solution of DIBAL-H in THF (0.70 mL, 0.70 mmol) was added and the resulting solution was stirred at 0° C. for 1 h until the starting material was consumed (monitored by LCMS analysis). The reaction was quenched with methanol then absorbed onto silica (2 g) and concentrated under reduced pressure. Purific... Reactants: BrC=1C=C(C=CC1F)C1CC(=NN1C1=C(C=C(C=C1)F)F)C(C(F)(F)F)(F)F (5-(3-Bromo-4-fluoro-phenyl)-1-(2,4-difluoro-phenyl)-3-pentafluoroethyl-4,5-dihydro-1H-pyrazole), CS(=O)(=O)C1=CC=C(C=C1)B(O)O (4-methylsulfonylphenylboronic acid), C([O-])([O-])=O.[Na+].[Na+] (sodium carbonate), C(C)O (ethanol). The reagents and catalysts are C=1C=CC(=CC1)[P](C=2C=CC=CC2)(C=3C=CC=CC3)[Pd]([P](C=4C=CC=CC4)(C=5C=CC=CC5)C=6C=CC=CC6)([P](C=7C=CC=CC7)(C=8C=CC=CC8)C=9C=CC=CC9)[P](C=1C=CC=CC1)(C=1C=CC=CC1)C=1C=CC=CC1 (Pd(PPh3)4). The solvent is CN(C=O)C (N,N-dimethylformamide). Conditions: temperature 90 celsius, time 3 hour. Yields the product FC1=C(C=CC(=C1)F)N1N=C(CC1C=1C=C(C(=CC1)F)C1=CC=C(C=C1)S(=O)(=O)C)C(C(F)(F)F)(F)F (1-(2,4-difluoro-phenyl)-5-(6-fluoro-4′-methanesulfonyl-biphenyl-3-yl)-3-pentafluoroethyl-4,5-dihydro-1H-pyrazole). Isolated yield 51.6%. Reaction SMILES: Br[C:2]1[CH:3]=[C:4]([CH:9]2[N:13]([C:14]3[CH:19]=[CH:18][C:17]([F:20])=[CH:16][C:15]=3[F:21])[N:12]=[C:11]([C:22]([F:28])([F:27])[C:23]([F:26])([F:25])[F:24])[CH2:10]2)[CH:5]=[CH:6][C:7]=1[F:8].[CH3:29][S:30]([C:33]1[CH:38]=[CH:37][C:36](B(O)O)=[CH:35][CH:34]=1)(=[O:32])=[O:31].C(=O)([O-])[O-].[Na+].[Na+].C(O)C>C1C=CC([P]([Pd]([P](C2C=CC=CC=2)(C2C=CC=CC=2)C2C=CC=CC=2)([P](C2C=CC=CC=2)(C2C=CC=CC=2)C2C=CC=CC=2)[P](C2C=CC=CC=2)(C2C=CC=CC=2)C2C=CC=CC=2)(C2C=CC=CC=2)C2C=CC=CC=2)=CC=1.CN(C)C=O>[F:21][C:15]1[CH:16]=[C:17]([F:20])[CH:18]=[CH:19][C:14]=1[N:13]1[CH:9]([C:4]2[CH:3]=[C:2]([C:36]3[CH:37]=[CH:38][C:33]([S:30]([CH3:29])(=[O:32])=[O:31])=[CH:34][CH:35]=3)[C:7]([F:8])=[CH:6][CH:5]=2)[CH2:10][C:11]([C:22]([F:27])([F:28])[C:23]([F:26])([F:25])[F:24])=[N:12]1 |f:2.3.4,^1:54,56,75,94|. Procedure: 5-(3-Bromo-4-fluoro-phenyl)-1-(2,4-difluoro-phenyl)-3-pentafluoroethyl-4,5-dihydro-1H-pyrazole (250.0 mg, 0.53 mmol) prepared in Step 5 of Preparation 7, 4-methylsulfonylphenylboronic acid (116.0 mg, 0.58 mmol), Pd(PPh3)4 (61.0 mg, cat.) and a 2N sodium carbonate solution (3.5 mL) were added to a mixed solvent of ethanol (3.5 mL) and N,N-dimethylformamide (15.0 mL). The reaction mixture was stirred at 90° C. for 3 hours and then filtered through celite pad. A saturated solution of ammonium chlor... Reactants: CCN(CC)C(=O)c1ccc(Br)cc1, CCCN1CCC(NCc2ccccc2)CC1, CC(C)(C)[O-], Cc1ccccc1, ClCCl, [Na+], O. Product: CCCN1CCC(N(Cc2ccccc2)c2ccc(C(=O)N(CC)CC)cc2)CC1. As a reaction SMILES: [CH2:18]([CH3:19])[N:20]([C:21]([c:22]1[cH:23][cH:24][c:25]([Br:28])[cH:26][cH:27]1)=[O:29])[CH2:30][CH3:31].[CH2:1]([c:2]1[cH:3][cH:4][cH:5][cH:6][cH:7]1)[NH:8][CH:9]1[CH2:10][CH2:11][N:12]([CH2:15][CH2:16][CH3:17])[CH2:13][CH2:14]1.[CH3:32][C:33]([CH3:34])([O-:35])[CH3:36].[CH3:41][c:42]1[cH:43][cH:44][cH:45][cH:46][cH:47]1.[Cl:38][CH2:39][Cl:40].[Na+:37].[OH2:48]>>[CH2:1]([c:2]1[cH:3][cH:4][cH:5][cH:6][cH:7]1)[N:8]([CH:9]1[CH2:10][CH2:11][N:12]([CH2:15][CH2:16][CH3:17])[CH2:13][CH2:14]1)[c:25]1[cH:24][cH:23][c:22]([C:21]([N:20]([CH2:18][CH3:19])[CH2:30][CH3:31])=[O:29])[cH:27][cH:26]1. The reactants are COC=1C=CC2=C(C=C(CO2)CO)C1 (6-Methoxy-3-(hydroxymethyl)-2H-1-benzopyran), BrP(C1=CC=CC=C1)(C1=CC=CC=C1)(C1=CC=CC=C1)Br (dibromotriphenylphosphorane). Product: COC=1C=CC2=C(C=C(CO2)CBr)C1 (6-methoxy-3-(bromomethyl)-2H-1-benzopyran). Procedure: 6-Methoxy-3-(hydroxymethyl)-2H-1-benzopyran (4.35 g, 22.6 mmol) is dissolved in 70 ml of dry acetonitrile and treated with dibromotriphenylphosphorane (9.56 g, 22.6 mmol). After 15 min, the mixture is evaporated in vacuo. The residue is triturated with 100 ml of an ether/hexane mixture (1:1). The solid is removed by filtration (medium frit) and washed with several 50 ml portions of the ether/hexane mixture. The organic extracts are combined and evaporated to give 6-methoxy-3-(bromomethyl)-2H-1-b... Reaction SMILES: [CH3:1][O:2][C:3]1[CH:4]=[CH:5][C:6]2[O:11][CH2:10][C:9]([CH2:12]O)=[CH:8][C:7]=2[CH:14]=1.[Br:15]P(Br)(C1C=CC=CC=1)(C1C=CC=CC=1)C1C=CC=CC=1>C(#N)C>[CH3:1][O:2][C:3]1[CH:4]=[CH:5][C:6]2[O:11][CH2:10][C:9]([CH2:12][Br:15])=[CH:8][C:7]=2[CH:14]=1. Run at time 15 minute. Run in C(C)#N (acetonitrile). The reactants are BrCCOc1cccc(-c2noc3ccsc23)c1, O=C([O-])[O-], CC#N, NCc1ccc(F)cc1F, [K+], [K+]. Yields the product Fc1ccc(CNCCOc2cccc(-c3noc4ccsc34)c2)c(F)c1. As a reaction SMILES: [Br:1][CH2:2][CH2:3][O:4][c:5]1[cH:6][c:7](-[c:11]2[n:12][o:13][c:14]3[c:15]2[s:16][cH:17][cH:18]3)[cH:8][cH:9][cH:10]1.[C:19](=[O:20])([O-:21])[O-:22].[CH3:35][C:36]#[N:37].[F:25][c:26]1[c:27]([CH2:28][NH2:29])[cH:30][cH:31][c:32]([F:34])[cH:33]1.[K+:23].[K+:24]>>[CH2:2]([CH2:3][O:4][c:5]1[cH:6][c:7](-[c:11]2[n:12][o:13][c:14]3[c:15]2[s:16][cH:17][cH:18]3)[cH:8][cH:9][cH:10]1)[NH:29][CH2:28][c:27]1[c:26]([F:25])[cH:33][c:32]([F:34])[cH:31][cH:30]1. Reactants: C[O-], CO, CC(C)(C)C(=O)OCC1OC(OCc2ccccc2)C(OC(=O)CCl)C(OC(=O)C(C)(C)C)C1F, [Na+]. Yields the product CC(C)(C)C(=O)OCC1OC(OCc2ccccc2)C(O)C(OC(=O)C(C)(C)C)C1F. Reaction SMILES: [CH3:36][O-:37].[CH3:39][OH:40].[Cl:1][CH2:2][C:3](=[O:4])[O:5][CH:6]1[CH:7]([O:8][CH2:9][c:10]2[cH:11][cH:12][cH:13][cH:14][cH:15]2)[O:16][CH:17]([CH2:28][O:29][C:30]([C:31]([CH3:32])([CH3:33])[CH3:34])=[O:35])[CH:18]([F:27])[CH:19]1[O:20][C:21]([C:22]([CH3:23])([CH3:24])[CH3:25])=[O:26].[Na+:38]>>[OH:5][CH:6]1[CH:7]([O:8][CH2:9][c:10]2[cH:11][cH:12][cH:13][cH:14][cH:15]2)[O:16][CH:17]([CH2:28][O:29][C:30]([C:31]([CH3:32])([CH3:33])[CH3:34])=[O:35])[CH:18]([F:27])[CH:19]1[O:20][C:21]([C:22]([CH3:23])([CH3:24])[CH3:25])=[O:26].